From a dataset of the Open Reaction Database (ORD), a public repository of structured organic reaction records. describe an organic reaction: reactants, conditions, products, and yield Starting materials: NC1=NC2=NC=C(N=C2C(=N1)N)CN(C1=CC=CC=C1)C1=CC=CC=C1 (N-[(2,4-diaminopteridin-6-yl)methyl]-N,N-diphenylamine), Br.NC=1N=C(C2=C(N1)C=CC(=N2)CBr)N (2,4-diamino-6-bromomethylpyrido[3,2-d]pyrimidine hydrobromide), C1=CC=CC2=NC3=C(CC=C21)CCC=C3 (9,10-dihydrodibenz[b,f]azepine), [H-].[Na+] (NaH). The product is NC=1N=C(C2=C(N1)C=CC(=N2)CC2CC=CC1=C2CC=C2C(=N1)C=CC=C2)N (9-[(2,4-Diaminopyrido[3,2-d]pyrimidin-6-yl)methyl]-9,10-dihydrodibenz-[b,f]azepine). RXN SMILES: NC1N=C(N)C2C(=NC=C(CN(C3C=CC=CC=3)C3C=CC=CC=3)N=2)N=1.[CH:27]1[C:37]2[C:31](=[N:32][C:33]3[CH:41]=[CH:40][CH2:39][CH2:38][C:34]=3[CH2:35][CH:36]=2)[CH:30]=[CH:29][CH:28]=1.[H-].[Na+].Br.[NH2:45][C:46]1[N:47]=[C:48]([NH2:58])[C:49]2[N:55]=[C:54]([CH2:56]Br)[CH:53]=[CH:52][C:50]=2[N:51]=1>>[NH2:45][C:46]1[N:47]=[C:48]([NH2:58])[C:49]2[N:55]=[C:54]([CH2:56][CH:38]3[C:34]4[CH2:35][CH:36]=[C:37]5[CH:27]=[CH:28][CH:29]=[CH:30][C:31]5=[N:32][C:33]=4[CH:41]=[CH:40][CH2:39]3)[CH:53]=[CH:52][C:50]=2[N:51]=1 |f:2.3,4.5|. Reported procedure: 9-[(2,4-Diaminopyrido[3,2-d]pyrimidin-6-yl)methyl]-9,10-dihydrodibenz-[b,f]azepine (Formula I: Ar=2,4-diaminopyrido[3,2-d]pyrimidin-6-yl; W=CH2; X=N; Z=CH2CH2; m=n=0) is prepared similarly to N-[(2,4-diaminopteridin-6-yl)methyl]-N,N-diphenylamine as disclosed above by using 9,10-dihydrodibenz[b,f]azepine (158 mg, 0.8 mmol), NaH (50 mg, 2.1 mmol), and 2,4-diamino-6-bromomethylpyrido[3,2-d]pyrimidine hydrobromide (100 mg, 0.3 mmol). The product can be purified by chromatography. Procedure details: A solution was prepared by the gradual addition of cysteamine hydrochloride (2.03 g.) to sodium (0.83 g.) dissolved in ethanol (50 ml.) with stirring at 0° under a nitrogen atmosphere. After stirring for 2 hours at 0°, 3-bromomethylisothiazole (3.2 g.) was added dropwise over 15 minutes at 0°, the reaction mixture subsequently being set aside overnight at room temperature. Following acidification to pH 3.5 with hydrochloric acid, concentration and re-evaporation with ethanol, the residue was dis... Reaction SMILES: [ClH:1].[NH2:2][CH2:3][CH2:4][SH:5].[Na].Br[CH2:8][C:9]1[CH:13]=[CH:12][S:11][N:10]=1>C(O)C>[ClH:1].[NH2:2][CH2:3][CH2:4][S:5][CH2:8][C:9]1[CH:13]=[CH:12][S:11][N:10]=1 |f:0.1,5.6,^1:5|. Starting materials: Cl.NCCS (cysteamine hydrochloride), [Na] (sodium), BrCC1=NSC=C1 (3-bromomethylisothiazole). The solvent is C(C)O (ethanol). Yield: 92.9%. Conditions: time 8 hour. Product: Cl.NCCSCC1=NSC=C1 (3-[(2-aminoethyl)thiomethyl]isothiazole hydrochloride). Reactants: C(C(C)C)C1=CC=C(/C=C/C(=O)C2=CN(C3=CC=CC=C23)CCCC(=O)OCC)C=C1 ((E)-ethyl 4-[3-(4-isobutylcinnamoyl)-1-indolyl]butyrate), C(C(C)C)C1=CC=C(C=C1)C(CCCCCCC(=O)C1=CN(C2=CC=CC=C12)CCCC(=O)OCC)CCC (ethyl 4-[3-[8-(4-isobutylphenyl)undecanoyl]-1-indolyl]butyrate). The product is C(C(C)C)C1=CC=C(/C=C/C(=O)C2=CN(C3=CC=CC=C23)CCCC(=O)O)C=C1 ((E)-4-[3-(4-isobutylcinnamoyl)-1-indolyl]butyric acid). Reaction SMILES: [CH2:1]([C:5]1[CH:31]=[CH:30][C:8](/[CH:9]=[CH:10]/[C:11]([C:13]2[C:21]3[C:16](=[CH:17][CH:18]=[CH:19][CH:20]=3)[N:15]([CH2:22][CH2:23][CH2:24][C:25]([O:27]CC)=[O:26])[CH:14]=2)=[O:12])=[CH:7][CH:6]=1)[CH:2]([CH3:4])[CH3:3].C(C1C=CC(C(CCC)CCCCCCC(C2C3C(=CC=CC=3)N(CCCC(OCC)=O)C=2)=O)=CC=1)C(C)C>>[CH2:1]([C:5]1[CH:6]=[CH:7][C:8](/[CH:9]=[CH:10]/[C:11]([C:13]2[C:21]3[C:16](=[CH:17][CH:18]=[CH:19][CH:20]=3)[N:15]([CH2:22][CH2:23][CH2:24][C:25]([OH:27])=[O:26])[CH:14]=2)=[O:12])=[CH:30][CH:31]=1)[CH:2]([CH3:3])[CH3:4]. Procedure details: The procedure of Ex. 16 was repeated except that (E)-ethyl 4-[3-(4-isobutylcinnamoyl)-1-indolyl]butyrate obtained in Ex. 56 was used in place of ethyl 4-[3-[8-(4-isobutylphenyl)undecanoyl]-1-indolyl]butyrate to give (E)-4-[3-(4-isobutylcinnamoyl)-1-indolyl]butyric acid as a powder. Reactants: Brc1cccc(Br)n1, CS(C)=O, CC(C)(C)N, O. The product is CC(C)(C)Nc1cccc(Br)n1. RXN SMILES: [Br:1][c:2]1[n:3][c:4]([Br:8])[cH:5][cH:6][cH:7]1.[CH3:14][S:15]([CH3:16])=[O:17].[CH3:9][C:10]([CH3:11])([CH3:12])[NH2:13].[OH2:18]>>[c:2]1([NH:13][C:10]([CH3:9])([CH3:11])[CH3:12])[n:3][c:4]([Br:8])[cH:5][cH:6][cH:7]1. The reactants are [OH-].[Na+] (NaOH), Cl (HCl), NC1=C2C=CC(NC2=CC=C1OC1=C(C=C(C=C1)CC(=O)OCC)OC)=O (Ethyl 2-(4-(5-amino-2-oxo-1,2-dihydroquinolin-6-yloxy)-3-methoxyphenyl)acetate), N1=C(C=CC=C1C)C (2,6-lutidine), ClC1=CC=C(C=C1)S(=O)(=O)Cl (4-chlorobenzenesulfonyl chloride). The solvent is O (water), CCOC(=O)C (EtOAc), C1CCOC1 (THF). Run at temperature 70 celsius, time 8 hour. The product is ClC1=CC=C(C=C1)S(=O)(=O)NC1=C2C=CC(NC2=CC=C1OC1=C(C=C(C=C1)CC(=O)O)OC)=O (2-(4-(5-(4-Chlorophenylsulfonamido)-2-oxo-1,2-dihydroquinolin-6-yloxy)-3-methoxyphenyl)acetic acid). Reaction SMILES: [NH2:1][C:2]1[C:11]([O:12][C:13]2[CH:18]=[CH:17][C:16]([CH2:19][C:20]([O:22]CC)=[O:21])=[CH:15][C:14]=2[O:25][CH3:26])=[CH:10][CH:9]=[C:8]2[C:3]=1[CH:4]=[CH:5][C:6](=[O:27])[NH:7]2.N1C(C)=CC=CC=1C.[Cl:36][C:37]1[CH:42]=[CH:41][C:40]([S:43](Cl)(=[O:45])=[O:44])=[CH:39][CH:38]=1.[OH-].[Na+].Cl>C1COCC1.CCOC(C)=O.O>[Cl:36][C:37]1[CH:42]=[CH:41][C:40]([S:43]([NH:1][C:2]2[C:11]([O:12][C:13]3[CH:18]=[CH:17][C:16]([CH2:19][C:20]([OH:22])=[O:21])=[CH:15][C:14]=3[O:25][CH3:26])=[CH:10][CH:9]=[C:8]3[C:3]=2[CH:4]=[CH:5][C:6](=[O:27])[NH:7]3)(=[O:45])=[O:44])=[CH:39][CH:38]=1 |f:3.4|. Procedure details: To 25.3 (25 mg, 0.068 mmol) and 2,6-lutidine (0.033 mL, 0.28 mmol) in THF (0.1 mL) was added 4-chlorobenzenesulfonyl chloride (30 mg, 0.14 mmol). The mixture was stirred at 70° C. overnight. After cooling, water (0.1 mL) and 10N NaOH (0.1 mL) were added. The mixture was stirred at room temperature for 5 h. 3N HCl (0.35 mL) and EtOAc were added to the mixture, and the organic layer was separated, dried with MgSO4 and concentrated. Flash column chromatography of the residue afforded 25. MS ESI (po... The reactants are C1(=CC=CC=C1)C1CCNCC1 (4-phenylpiperidine), NC=1C2=CC=CC=C2N=C2CCCC(C12)O (9-Amino-1,2,3,4-tetrahydroacridin-1-ol), O.C1(=CC=C(C=C1)S(=O)(=O)O)C (p-toluenesulfonic acid monohydrate). RXN SMILES: [NH2:1][C:2]1[C:3]2[C:8]([N:9]=[C:10]3[C:15]=1[CH:14](O)[CH2:13][CH2:12][CH2:11]3)=[CH:7][CH:6]=[CH:5][CH:4]=2.[C:17]1([CH:23]2[CH2:28][CH2:27][NH:26][CH2:25][CH2:24]2)[CH:22]=[CH:21][CH:20]=[CH:19][CH:18]=1.O.C1(C)C=CC(S(O)(=O)=O)=CC=1>C1(C)C=CC=CC=1>[C:17]1([CH:23]2[CH2:24][CH2:25][N:26]([CH:14]3[C:15]4[C:10](=[N:9][C:8]5[C:3]([C:2]=4[NH2:1])=[CH:4][CH:5]=[CH:6][CH:7]=5)[CH2:11][CH2:12][CH2:13]3)[CH2:27][CH2:28]2)[CH:22]=[CH:21][CH:20]=[CH:19][CH:18]=1 |f:2.3|. The solvent is C1(=CC=CC=C1)C (toluene). Procedure details: 9-Amino-1,2,3,4-tetrahydroacridin-1-ol (5.36 g) was refluxed for 48 hours in 300 ml of toluene that contained 4-phenylpiperidine (8.06 g) and p-toluenesulfonic acid monohydrate (9.5 g). At the end of this time the reaction mixture was concentrated and the residue purified by flash chromatography (5% Et3N/toluene) to give, after concentration of theproduct-containing fractions and recrystallization from EtOAc/pentane, 3.22g of analytically pure product, m.p. 189°-190°. Yields the product C1(=CC=CC=C1)C1CCN(CC1)C1CCCC2=NC3=CC=CC=C3C(=C12)N (1-(4-Phenyl-1-piperidinyl)-1,2,3,4-tetrahydro-9-acridinamine). Starting materials: O=C([O-])[O-], CC(C)O, Cn1c(=O)cc(Cl)n(Cc2ccccc2C#N)c1=O, Cl, Cl, [K+], [K+], NC1CCCNC1, O. Yields the product Cl, Cn1c(=O)cc(N2CCCC(N)C2)n(Cc2ccccc2C#N)c1=O. Reaction SMILES: [C:29](=[O:30])([O-:31])[O-:32].[CH:35]([OH:36])([CH3:37])[CH3:38].[Cl:1][c:2]1[cH:3][c:4](=[O:19])[n:5]([CH3:18])[c:6](=[O:17])[n:7]1[CH2:8][c:9]1[c:10]([C:11]#[N:12])[cH:13][cH:14][cH:15][cH:16]1.[ClH:20].[ClH:21].[K+:33].[K+:34].[NH2:22][CH:23]1[CH2:24][NH:25][CH2:26][CH2:27][CH2:28]1.[OH2:39]>>[ClH:1].[c:2]1([N:25]2[CH2:24][CH:23]([NH2:22])[CH2:28][CH2:27][CH2:26]2)[cH:3][c:4](=[O:19])[n:5]([CH3:18])[c:6](=[O:17])[n:7]1[CH2:8][c:9]1[c:10]([C:11]#[N:12])[cH:13][cH:14][cH:15][cH:16]1.